Dataset: the Open Reaction Database (ORD), a public repository of structured organic reaction records. Task: describe an organic reaction: reactants, conditions, products, and yield Starting materials: CN1NC(C=2[C@H]3CC[C@@](C12)(C3(C)C)C)=O ((4S,7R)-1,7,8,8-tetramethyl-1,2,4,5,6,7-hexahydro-4,7-methano-indazol-3-one), CN1NC(C=2[C@H]3CC[C@@](C12)(C3(C)C)C)=O ((4S,7R)-1,7,8,8-tetramethyl-1,2,4,5,6,7-hexahydro-4,7-methano-indazol-3-one), FC1=CC(=C(CBr)C=C1)C(F)(F)F (4-fluoro-2-trifluoromethyl-benzyl bromide). Run in CN(C=O)C (N,N-dimethylformamide). Reaction conditions: temperature 100 celsius. Product: FC1=CC(=C(CN2N(C=3[C@@]4(CC[C@H](C3C2=O)C4(C)C)C)C)C=C1)C(F)(F)F ((4S,7R)-2-(4-fluoro-2-trifluoromethyl-benzyl)-1,7,8,8-tetramethyl-1,2,4,5,6,7-hexahydro-4,7-methano-indazol-3-one). The yield is 55.1%. RXN SMILES: [CH3:1][N:2]1[C:10]2[C@@:9]3([CH3:14])[C:11]([CH3:13])([CH3:12])[C@H:6]([CH2:7][CH2:8]3)[C:5]=2[C:4](=[O:15])[NH:3]1.[F:16][C:17]1[CH:24]=[CH:23][C:20]([CH2:21]Br)=[C:19]([C:25]([F:28])([F:27])[F:26])[CH:18]=1>CN(C)C=O>[F:16][C:17]1[CH:24]=[CH:23][C:20]([CH2:21][N:3]2[C:4](=[O:15])[C:5]3[C@@H:6]4[C:11]([CH3:12])([CH3:13])[C@@:9]([CH3:14])([CH2:8][CH2:7]4)[C:10]=3[N:2]2[CH3:1])=[C:19]([C:25]([F:26])([F:27])[F:28])[CH:18]=1. Procedure: A mixture of (4S,7R)-1,7,8,8-tetramethyl-1,2,4,5,6,7-hexahydro-4,7-methano-indazol-3-one (Intermediate 19; 210 mg, 1.02 mmol) and 4-fluoro-2-trifluoromethyl-benzyl bromide (470 μL, 3.04 mmol) in N,N-dimethylformamide (10 mL) was heated at 100° C. overnight. The reaction mixture was evaporated and the residue was purified using a Biotage 40M system, eluting with 0-0.5% methanol/chloroform, followed by drying under high vacuum to give (4S,7R)-2-(4-fluoro-2-trifluoromethyl-benzyl)-1,7,8,8-tetrameth...